This data is from the Open Reaction Database (ORD), a public repository of structured organic reaction records. The task is: describe an organic reaction: reactants, conditions, products, and yield Reactants: CC=1C=CC(=C(C1)C1=NC(C2=NN=NC2=N1)=O)OCCC (2-(5-methyl-2-propoxyphenyl)-8-azapurin-6-one), [OH-].[Na+] (sodium hydroxide), [Mn](=O)(=O)(=O)[O-].[K+] (Potassium permanganate). Run in O (water). Product: C(=O)(O)C=1C=CC(=C(C1)C1=NC(C2=NN=NC2=N1)=O)OCCC (2-(5-Carboxy-2-propoxyphenyl)-8-azapurin-6-one). Reaction SMILES: [CH3:1][C:2]1[CH:3]=[CH:4][C:5]([O:18][CH2:19][CH2:20][CH3:21])=[C:6]([C:8]2[N:16]=[C:15]3[C:11](=[N:12][N:13]=[N:14]3)[C:10](=[O:17])[N:9]=2)[CH:7]=1.[OH-:22].[Na+].[Mn]([O-])(=O)(=O)=[O:25].[K+]>O>[C:1]([C:2]1[CH:3]=[CH:4][C:5]([O:18][CH2:19][CH2:20][CH3:21])=[C:6]([C:8]2[N:16]=[C:15]3[C:11](=[N:12][N:13]=[N:14]3)[C:10](=[O:17])[N:9]=2)[CH:7]=1)([OH:25])=[O:22] |f:1.2,3.4|. Procedure details: A suspension of 2-(5-methyl-2-propoxyphenyl)-8-azapurin-6-one (2.85 g; prepared as described in the specifications of British Pat. No. 1338235 and U.S. Pat. No. 3,819,631) in water (80 ml) was treated with sodium hydroxide (1.0 g). Potassium permanganate (6.3 g) was then added to the resulting solution, and the mixture was stirred and heated at reflux for 150 minutes. The hot mixture was filtered through diatomaceous earth to remove manganese dioxide and the filtrate was acidified with concentra... Reactants: Cl (hydrochloric acid), COC1=CC=C2C(=C(NC2=C1)C=1C=NC=NC1)CC1=CC=CC(=N1)C#N (6-(6-methoxy-2-pyrimidin-5-yl-1H-indol-3-ylmethyl)pyridine-2-carbonitrile), [N-]=[N+]=[N-].[Na+] (sodium azide), C(C)(C)O (isopropyl alcohol). Reagents/catalysts: [Br-].[Zn+2].[Br-] (zinc bromide). The solvent is ClCCl (dichloromethane), O (water). Yields the product COC1=CC=C2C(=C(NC2=C1)C=1C=NC=NC1)CC1=NC(=CC=C1)C1=NN=NN1 (6-Methoxy-2-pyrimidin-5-yl-3-[6-(1H-tetrazol-5-yl)pyridin-2-ylmethyl]-1H-indole). Isolated yield 92.4%. Reaction SMILES: [CH3:1][O:2][C:3]1[CH:11]=[C:10]2[C:6]([C:7]([CH2:18][C:19]3[N:24]=[C:23]([C:25]#[N:26])[CH:22]=[CH:21][CH:20]=3)=[C:8]([C:12]3[CH:13]=[N:14][CH:15]=[N:16][CH:17]=3)[NH:9]2)=[CH:5][CH:4]=1.[N-:27]=[N+:28]=[N-:29].[Na+].C(O)(C)C.Cl>[Br-].[Zn+2].[Br-].ClCCl.O>[CH3:1][O:2][C:3]1[CH:11]=[C:10]2[C:6]([C:7]([CH2:18][C:19]3[CH:20]=[CH:21][CH:22]=[C:23]([C:25]4[NH:29][N:28]=[N:27][N:26]=4)[N:24]=3)=[C:8]([C:12]3[CH:17]=[N:16][CH:15]=[N:14][CH:13]=3)[NH:9]2)=[CH:5][CH:4]=1 |f:1.2,5.6.7|. Procedure: A mixture of 6-(6-methoxy-2-pyrimidin-5-yl-1H-indol-3-ylmethyl)pyridine-2-carbonitrile (100 mg), sodium azide (95.2 mg), zinc bromide (82.5 mg), isopropyl alcohol (1.76 mL) and water (1.17 mL) was heated under reflux for 21 hours while stirring. The reaction mixture was left to be cooled. To the reaction mixture were added 1 mol/L hydrochloric acid and dichloromethane. The insoluble material was collected by filtration, washed with 1 mol/L hydrochloric acid and water successively, and then dried... The reactants are CON(C(=O)[C@H]1CN(CCC1)C(=O)OC(C)(C)C)C ((R)-tert-butyl 3-(N-methoxy-N-methylcarbamoyl)piperidine-1-carboxylate), FC=1C=C(OC2=C(C=CC=C2)[Li])C=CC1 (2-(3-fluorophenoxy)phenyllithium). The solvent is C1CCOC1 (THF). Reaction conditions: time 1 hour. The product is C(C)(C)(C)OC(=O)N1C[C@@H](CCC1)C(C1=C(C=CC=C1)OC1=CC(=CC=C1)F)=O ((3R)-1-(tert-butoxycarbonyl)-3-((3-fluorophenoxy)benzoyl)piperidine). Reaction SMILES: CON(C)[C:4]([C@@H:6]1[CH2:11][CH2:10][CH2:9][N:8]([C:12]([O:14][C:15]([CH3:18])([CH3:17])[CH3:16])=[O:13])[CH2:7]1)=[O:5].[F:20][C:21]1[CH:22]=[C:23]([CH:32]=[CH:33][CH:34]=1)[O:24][C:25]1[CH:30]=[CH:29][CH:28]=[CH:27][C:26]=1[Li]>C1COCC1>[C:15]([O:14][C:12]([N:8]1[CH2:9][CH2:10][CH2:11][C@@H:6]([C:4](=[O:5])[C:26]2[CH:27]=[CH:28][CH:29]=[CH:30][C:25]=2[O:24][C:23]2[CH:32]=[CH:33][CH:34]=[C:21]([F:20])[CH:22]=2)[CH2:7]1)=[O:13])([CH3:16])([CH3:17])[CH3:18]. Procedure details: To a solution of (R)-tert-butyl 3-(N-methoxy-N-methylcarbamoyl)piperidine-1-carboxylate (0.65 g, 2.37 mmol) in THF (4 mL) at −20° C. was added dropwise the solution of 2-(3-fluorophenoxy)phenyllithium prepared in Step 2 above. After the addition was complete, the resulting solution was allowed to warm to rt slowly, and left at rt for 1 h. The reaction was quenched with 1N HCl (˜6 mL), and extracted with Et2O (4×10 mL). The combined organic layers were washed with sat'd aq NaHCO3 and brine, and d... The reactants are COC1(CN(C)Cc2ccccc2)CCN(C(=O)OC(C)(C)C)CC1, CCOC(C)=O. The product is CNCC1(OC)CCN(C(=O)OC(C)(C)C)CC1. As a reaction SMILES: [C:1]([CH3:2])([CH3:3])([CH3:4])[O:5][C:6](=[O:7])[N:8]1[CH2:9][CH2:10][C:11]([O:14][CH3:15])([CH2:16][N:17]([CH3:18])[CH2:19][c:20]2[cH:21][cH:22][cH:23][cH:24][cH:25]2)[CH2:12][CH2:13]1.[CH3:26][CH2:27][O:28][C:29](=[O:30])[CH3:31]>>[C:1]([CH3:2])([CH3:3])([CH3:4])[O:5][C:6](=[O:7])[N:8]1[CH2:9][CH2:10][C:11]([O:14][CH3:15])([CH2:16][NH:17][CH3:18])[CH2:12][CH2:13]1. The reactants are COC(C(C)C1=CC=C(C=C1)C(C)(C)C)=O (2-(4-Tert-butylphenyl)propionic acid methyl ester), [OH-].[Li+] (lithium hydroxide). Product: C(C)(C)(C)C1=CC=C(C=C1)C(C(=O)O)C (2-(4-Tert-butylphenyl)propionic acid). RXN SMILES: C[O:2][C:3](=[O:16])[CH:4]([C:6]1[CH:11]=[CH:10][C:9]([C:12]([CH3:15])([CH3:14])[CH3:13])=[CH:8][CH:7]=1)[CH3:5].[OH-].[Li+]>CO.O>[C:12]([C:9]1[CH:8]=[CH:7][C:6]([CH:4]([CH3:5])[C:3]([OH:16])=[O:2])=[CH:11][CH:10]=1)([CH3:15])([CH3:13])[CH3:14] |f:1.2|. Yield: 83.0%. Reaction conditions: time 18 hour. Run in CO (MeOH), O (water). Procedure: 2-(4-Tert-butylphenyl)propionic acid methyl ester (946 mg, 4.29 mmol) was dissolved in MeOH (10 ml) and mixed with a solution of lithium hydroxide (154 mg, 6.44 mmol) in water (5 ml). The reaction mixture was stirred for 18 h at RT. The solvent was removed under vacuum and the aqueous residue mixed with diethyl ether (30 ml). The phases were separated. The aqueous phase was reextracted with diethyl ether (20 ml). The aqueous phase was adjusted to a pH of 3 using 1 N hydrochloric acid solution. T... Reactants: TEA, NC1=NC=2C=CC=CC2C2=C1N=C(N2CCCNCC2=CC=C(C=C2)CC(=O)OC)CCCC (Methyl 2-(4-((3-(4-amino-2-butyl-1H-imidazo[4,5-c]quinolin-1-yl)propylamino)methyl)phenyl)acetate), C(C)(=O)Cl (Acetyl chloride). Run in C(Cl)Cl (DCM). Conditions: temperature 0 celsius, time 30 minute. Product: NC1=NC=2C=CC=CC2C2=C1N=C(N2CCCN(C(C)=O)CC2=CC=C(C=C2)CC(=O)OC)CCCC (Methyl 2-(4-((N-(3-(4-amino-2-butyl-1H-imidazo[4,5-c]quinolin-1-yl)propyl)acetamido)methyl)phenyl)acetate). As a reaction SMILES: [NH2:1][C:2]1[C:11]2[N:12]=[C:13]([CH2:31][CH2:32][CH2:33][CH3:34])[N:14]([CH2:15][CH2:16][CH2:17][NH:18][CH2:19][C:20]3[CH:25]=[CH:24][C:23]([CH2:26][C:27]([O:29][CH3:30])=[O:28])=[CH:22][CH:21]=3)[C:10]=2[C:9]2[CH:8]=[CH:7][CH:6]=[CH:5][C:4]=2[N:3]=1.[C:35](Cl)(=[O:37])[CH3:36]>C(Cl)Cl>[NH2:1][C:2]1[C:11]2[N:12]=[C:13]([CH2:31][CH2:32][CH2:33][CH3:34])[N:14]([CH2:15][CH2:16][CH2:17][N:18]([CH2:19][C:20]3[CH:21]=[CH:22][C:23]([CH2:26][C:27]([O:29][CH3:30])=[O:28])=[CH:24][CH:25]=3)[C:35](=[O:37])[CH3:36])[C:10]=2[C:9]2[CH:8]=[CH:7][CH:6]=[CH:5][C:4]=2[N:3]=1. Reported procedure: The product from example 1 (142 mg) was dissolved in DCM (5 mL) and TEA (0.065 mL) was added. The reaction mixture was cooled to 0° C. Acetyl chloride (0.029 mL) was added and the reaction mixture stirred for 30 min. The solvents were evaporated and the residue was taken up in MeOH and purified by RPHPLC to afford the title compound (40 mg) as a white solid.